Dataset: the Open Reaction Database (ORD), a public repository of structured organic reaction records. Task: describe an organic reaction: reactants, conditions, products, and yield Reactants: OCC(=O)OC (Methyl hydroxyacetate), FC(C(=O)O)(F)F (trifluoroacetic acid), ClC1=NC(=NC=C1)NC=1C=C(C=C(C1)C)C1=CN=C(S1)C(C(F)(F)F)(C)O (2-(5-{3-[(4-chloropyrimidin-2-yl)amino]-5-methylphenyl}-1,3-thiazol-2-yl)-1,1,1-trifluoropropan-2-ol), C([O-])([O-])=O.[Cs+].[Cs+] (Cesium carbonate). The solvent is N,N′-dimethylacetamide. Conditions: temperature 70 celsius, time 24 hour. Yields the product CC=1C=C(C=C(C1)C1=CN=C(S1)C(C(F)(F)F)(C)O)NC1=NC=CC(=N1)OCC(=O)O ({[2-({3-methyl-5-[2-(1,1,1-trifluoro-2-hydroxypropan-2-yl)-1,3-thiazol-5-yl]phenyl}amino)pyrimidin-4-yl]oxy}acetic acid). The yield is 15.0%. As a reaction SMILES: [OH:1][CH2:2][C:3]([O:5]C)=[O:4].Cl[C:8]1[CH:13]=[CH:12][N:11]=[C:10]([NH:14][C:15]2[CH:16]=[C:17]([C:22]3[S:26][C:25]([C:27]([OH:33])([CH3:32])[C:28]([F:31])([F:30])[F:29])=[N:24][CH:23]=3)[CH:18]=[C:19]([CH3:21])[CH:20]=2)[N:9]=1.C(=O)([O-])[O-].[Cs+].[Cs+].FC(F)(F)C(O)=O>>[CH3:21][C:19]1[CH:20]=[C:15]([NH:14][C:10]2[N:9]=[C:8]([O:1][CH2:2][C:3]([OH:5])=[O:4])[CH:13]=[CH:12][N:11]=2)[CH:16]=[C:17]([C:22]2[S:26][C:25]([C:27]([OH:33])([CH3:32])[C:28]([F:31])([F:30])[F:29])=[N:24][CH:23]=2)[CH:18]=1 |f:2.3.4|. Procedure: Methyl hydroxyacetate (22 mg, 0.24 mmol) and 2-(5-(3-[(4-chloropyrimidin-2-yl)amino]-5-methylphenyl)-1,3-thiazol-2-yl)-1,1,1-trifluoropropan-2-ol (Example 98, 50 mg, 0.12 mmol) were taken up in N,N′-dimethylacetamide (1.2 mL). Cesium carbonate (118 mg, 0.36 mmol) was added and the mixture was stirred for 24 h at 70° C. The reaction was cooled to room temperature, quenched with saturated aqueous ammonium chloride, and extracted with ethyl acetate (2×). The combined organics were concentrated unde... Starting materials: CN1C(CC[C@@]2(C3=C(CC[C@@H]12)C=C(C=C3)Br)C)=O ((+)-(4aR)-(10bR)-4-methyl-8-bromo-10b-methyl-1,2,3,4,4a,5,6,10b-octahydrobenzo[f]quinolin-3-one), COC1=C(C=CC=C1)B(O)O (2-methoxyphenylboronic acid), C([O-])([O-])=O.[Na+].[Na+] (sodium carbonate), C1CCOC1 (THF). The reagents and catalysts are [Pd].C1(=CC=CC=C1)P(C1=CC=CC=C1)C1=CC=CC=C1.C1(=CC=CC=C1)P(C1=CC=CC=C1)C1=CC=CC=C1.C1(=CC=CC=C1)P(C1=CC=CC=C1)C1=CC=CC=C1.C1(=CC=CC=C1)P(C1=CC=CC=C1)C1=CC=CC=C1 (tetrakis (triphenylphosphine) palladium (0)). The solvent is C(Cl)(Cl)Cl (chloroform). The product is CN1C(CC[C@@]2(C3=C(CC[C@@H]12)C=C(C=C3)C3=C(C=CC=C3)OC)C)=O ((+)-(4aR)-(10bR)-4-methyl-8-(2-methoxyphenyl)-10b-methyl-1,2,3,4,4a, 5,6,10b-octahydrobenzo[f]quinolin-3-one). Yield: 73.4%. RXN SMILES: [CH3:1][N:2]1[C@H:11]2[C@@:6]([CH3:17])([C:7]3[CH:15]=[CH:14][C:13](Br)=[CH:12][C:8]=3[CH2:9][CH2:10]2)[CH2:5][CH2:4][C:3]1=[O:18].[CH3:19][O:20][C:21]1[CH:26]=[CH:25][CH:24]=[CH:23][C:22]=1B(O)O.C(=O)([O-])[O-].[Na+].[Na+].C1COCC1>C(Cl)(Cl)Cl.[Pd].C1(P(C2C=CC=CC=2)C2C=CC=CC=2)C=CC=CC=1.C1(P(C2C=CC=CC=2)C2C=CC=CC=2)C=CC=CC=1.C1(P(C2C=CC=CC=2)C2C=CC=CC=2)C=CC=CC=1.C1(P(C2C=CC=CC=2)C2C=CC=CC=2)C=CC=CC=1>[CH3:1][N:2]1[C@H:11]2[C@@:6]([CH3:17])([C:7]3[CH:15]=[CH:14][C:13]([C:22]4[CH:23]=[CH:24][CH:25]=[CH:26][C:21]=4[O:20][CH3:19])=[CH:12][C:8]=3[CH2:9][CH2:10]2)[CH2:5][CH2:4][C:3]1=[O:18] |f:2.3.4,7.8.9.10.11|. Reported procedure: A 15 mL round bottom flask was charged with (+)-(4aR)-(10bR)-4-methyl-8-bromo-10b-methyl-1,2,3,4,4a,5,6,10b-octahydrobenzo[f]quinolin-3-one (200 mg, 0.65 mmol), tetrakis (triphenylphosphine) palladium (0) (23 mg, 0.02 mmol), 2-methoxyphenylboronic acid (119 mg, 0.78 mmol), 0.65 mL of 2M sodium carbonate solution and 2 mL of THF, fitted with a reflux condenser, and the stirred mixture was heated at 80°, under nitrogen, for 24h. The mixture was cooled, diluted with chloroform (50 mL) and washed wi... Reactants: ClC=1C=C2C(=CNC2=CC1)C=O (5-chloro-1H-indole-3-carbaldehyde), C(=O)([O-])[O-].[K+].[K+] (K2CO3), BrCC(=O)OC(C)(C)C (tert-butyl 2-bromoacetate). The solvent is CCOC(=O)C (EtOAc), O (water). Yields the product C(C)(C)(C)OC(CN1C=C(C2=CC(=CC=C12)Cl)C=O)=O ((5-Chloro-3-formyl-indol-1-yl)-acetic acid tert-butyl ester). As a reaction SMILES: [Cl:1][C:2]1[CH:3]=[C:4]2[C:8](=[CH:9][CH:10]=1)[NH:7][CH:6]=[C:5]2[CH:11]=[O:12].C([O-])([O-])=O.[K+].[K+].Br[CH2:20][C:21]([O:23][C:24]([CH3:27])([CH3:26])[CH3:25])=[O:22]>CCOC(C)=O.O>[C:24]([O:23][C:21](=[O:22])[CH2:20][N:7]1[C:8]2[C:4](=[CH:3][C:2]([Cl:1])=[CH:10][CH:9]=2)[C:5]([CH:11]=[O:12])=[CH:6]1)([CH3:27])([CH3:26])[CH3:25] |f:1.2.3|. Procedure details: To a suspension of 5-chloro-1H-indole-3-carbaldehyde [827-01-0] (500 mg, 2.78 mmol) and K2CO3 (885 mg, 6.40 mmol) in (14 mL) was added tert-butyl 2-bromoacetate (0.576 mL, 3.90 mmol) dropwise at RT. The resulting mixture was then heated to reflux for 18 h. After cooling to RT, the mixture was diluted with EtOAc and water. The organic layer was separated, subsequently washed with water (1×) and brine (1×), dried (Phase separator) and concentrated in vacuo to give the crude title compound. MS (LC/... Reaction SMILES: [Br-:32].[CH2:120]1[O:121][CH2:122][CH2:123][CH2:124]1.[CH2:1]([CH3:2])[O:3][C:4](=[O:5])[c:6]1[c:7]([C:28]([F:29])([F:30])[F:31])[n:8][c:9]([N:12]2[CH:13]([CH3:27])[CH2:14][N:15]([c:18]3[n:19][n:20][c:21]([Cl:26])[c:22]([CH3:25])[c:23]3[CH3:24])[CH2:16][CH2:17]2)[n:10][cH:11]1.[F:33][c:34]1[c:35]([CH2:36][Zn+:37])[cH:38][cH:39][c:40]([F:42])[cH:41]1.[cH:43]1[cH:44][cH:45][c:46]([P:47]([Pd:48]([P:49]([c:50]2[cH:51][cH:52][cH:53][cH:54][cH:55]2)([c:56]2[cH:57][cH:58][cH:59][cH:60][cH:61]2)[c:62]2[cH:63][cH:64][cH:65][cH:66][cH:67]2)([P:68]([c:69]2[cH:70][cH:71][cH:72][cH:73][cH:74]2)([c:75]2[cH:76][cH:77][cH:78][cH:79][cH:80]2)[c:81]2[cH:82][cH:83][cH:84][cH:85][cH:86]2)[P:87]([c:88]2[cH:89][cH:90][cH:91][cH:92][cH:93]2)([c:94]2[cH:95][cH:96][cH:97][cH:98][cH:99]2)[c:100]2[cH:101][cH:102][cH:103][cH:104][cH:105]2)([c:106]2[cH:107][cH:108][cH:109][cH:110][cH:111]2)[c:112]2[cH:113][cH:114][cH:115][cH:116][cH:117]2)[cH:118][cH:119]1>>[CH2:1]([CH3:2])[O:3][C:4](=[O:5])[c:6]1[c:7]([C:28]([F:29])([F:30])[F:31])[n:8][c:9]([N:12]2[CH:13]([CH3:27])[CH2:14][N:15]([c:18]3[n:19][n:20][c:21]([CH2:36][c:35]4[c:34]([F:33])[cH:41][c:40]([F:42])[cH:39][cH:38]4)[c:22]([CH3:25])[c:23]3[CH3:24])[CH2:16][CH2:17]2)[n:10][cH:11]1. Reactants: [Br-], C1CCOC1, CCOC(=O)c1cnc(N2CCN(c3nnc(Cl)c(C)c3C)CC2C)nc1C(F)(F)F, Fc1ccc(C[Zn+])c(F)c1, c1ccc(P(c2ccccc2)(c2ccccc2)[Pd](P(c2ccccc2)(c2ccccc2)c2ccccc2)(P(c2ccccc2)(c2ccccc2)c2ccccc2)P(c2ccccc2)(c2ccccc2)c2ccccc2)cc1. The product is CCOC(=O)c1cnc(N2CCN(c3nnc(Cc4ccc(F)cc4F)c(C)c3C)CC2C)nc1C(F)(F)F. Starting materials: compound A, ClC1=C(C=CC(=C1)Cl)C1=CC2=C(N(C3=CC=C(C=C23)C(CC(COCC)=O)=O)C)N(C1=O)C (1-[3-(2,4-dichlorophenyl)-1,9-dimethyl-2-oxo-2,9-dihydro-1H-pyrido[2,3-b]indol-6-yl]-4-ethoxybutane-1,3-dione), O.NN (hydrazine hydrate). The product is ClC1=C(C=CC(=C1)Cl)C1=CC2=C(N(C3=CC=C(C=C23)C=2NN=C(C2)COCC)C)N(C1=O)C (3-(2,4-Dichlorophenyl)-6-(5-ethoxymethyl-2H-pyrazol-3-yl)-1,9-dimethyl-1,9-dihydropyrido[2,3-b]indol-2-one). As a reaction SMILES: [Cl:1][C:2]1[CH:7]=[C:6]([Cl:8])[CH:5]=[CH:4][C:3]=1[C:9]1[C:31](=[O:32])[N:30]([CH3:33])[C:12]2[N:13]([CH3:29])[C:14]3[C:19]([C:11]=2[CH:10]=1)=[CH:18][C:17]([C:20](=O)[CH2:21][C:22](=O)[CH2:23][O:24][CH2:25][CH3:26])=[CH:16][CH:15]=3.O.[NH2:35][NH2:36]>>[Cl:1][C:2]1[CH:7]=[C:6]([Cl:8])[CH:5]=[CH:4][C:3]=1[C:9]1[C:31](=[O:32])[N:30]([CH3:33])[C:12]2[N:13]([CH3:29])[C:14]3[C:19]([C:11]=2[CH:10]=1)=[CH:18][C:17]([C:20]1[NH:35][N:36]=[C:22]([CH2:23][O:24][CH2:25][CH3:26])[CH:21]=1)=[CH:16][CH:15]=3 |f:1.2|. Reported procedure: The process is carried out as in Example 43 above, with compound A 1-[3-(2,4-dichlorophenyl)-1,9-dimethyl-2-oxo-2,9-dihydro-1H-pyrido[2,3-b]indol-6-yl]-4-ethoxybutane-1,3-dione and hydrazine hydrate